Dataset: the Open Reaction Database (ORD), a public repository of structured organic reaction records. Task: describe an organic reaction: reactants, conditions, products, and yield The reactants are C[O-], CS(=O)(=O)c1cc([N+](=O)[O-])cc([N+](=O)[O-])c1, CO, [Na+], O. Yields the product COc1cc([N+](=O)[O-])cc(S(C)(=O)=O)c1. RXN SMILES: [CH3:17][O-:18].[CH3:1][S:2](=[O:3])(=[O:4])[c:5]1[cH:6][c:7]([N+:14]([O-:15])=[O:16])[cH:8][c:9]([N+:11](=[O:12])[O-:13])[cH:10]1.[CH3:21][OH:22].[Na+:19].[OH2:20]>>[CH3:1][S:2](=[O:3])(=[O:4])[c:5]1[cH:6][c:7]([O:18][CH3:17])[cH:8][c:9]([N+:11](=[O:12])[O-:13])[cH:10]1. Starting materials: C1(CCC(CC1)CN)CN (1,4-cyclohexanebis(methylamine)), C1CO1 (ethylene oxide), C1CO1 (ethylene oxide). Solvent: CO (methyl alcohol). Yields the product OCCNCC1CCC(CC1)CN (N-(2-Hydroxyethyl)-1,4-cyclohexanebis (methylamine)). RXN SMILES: [CH:1]1([CH2:9][NH2:10])[CH2:6][CH2:5][CH:4]([CH2:7][NH2:8])[CH2:3][CH2:2]1.[CH2:11]1[O:13][CH2:12]1>CO>[OH:13][CH2:12][CH2:11][NH:8][CH2:7][CH:4]1[CH2:5][CH2:6][CH:1]([CH2:9][NH2:10])[CH2:2][CH2:3]1. Reported procedure: A solution of 14.2 gm. (0.1 mole) of 1,4-cyclohexanebis(methylamine) in 150 ml. anhydrous methyl alcohol and under an atmosphere of nitrogen is warmed to 45°-50° C. In a 20 minute period, there is introduced with good agitation and beneath the liquid surface a total of 1.1 gm. (0.025 mole) of ethylene oxide in gaseous form. The reaction temperature is maintained at 45°-50° C. for an additional one-half hour after stopping the addition of ethylene oxide. The methyl alcohol is removed by distillat... Reactants: CO, CCOC(C)=O, N#Cc1ccc(Nc2ccc(OC(F)(F)F)cc2)c([N+](=O)[O-])c1. The product is N#Cc1ccc(Nc2ccc(OC(F)(F)F)cc2)c(N)c1. RXN SMILES: [CH3:24][OH:25].[CH3:26][CH2:27][O:28][C:29]([CH3:30])=[O:31].[N+:1]([O-:2])(=[O:3])[c:4]1[cH:5][c:6]([C:7]#[N:8])[cH:9][cH:10][c:11]1[NH:12][c:13]1[cH:14][cH:15][c:16]([O:19][C:20]([F:21])([F:22])[F:23])[cH:17][cH:18]1>>[NH2:1][c:4]1[cH:5][c:6]([C:7]#[N:8])[cH:9][cH:10][c:11]1[NH:12][c:13]1[cH:14][cH:15][c:16]([O:19][C:20]([F:21])([F:22])[F:23])[cH:17][cH:18]1.